Task: describe an organic reaction: reactants, conditions, products, and yield. Dataset: the Open Reaction Database (ORD), a public repository of structured organic reaction records Reactants: CCOC(C)=O, CO, CCOC(=O)c1cc(Oc2ccccc2)ccc1[N+](=O)[O-]. Reaction SMILES: [CH3:22][CH2:23][O:24][C:25]([CH3:26])=[O:27].[CH3:28][OH:29].[N+:1]([O-:2])(=[O:3])[c:4]1[c:5]([C:6](=[O:7])[O:8][CH2:9][CH3:10])[cH:11][c:12]([O:15][c:16]2[cH:17][cH:18][cH:19][cH:20][cH:21]2)[cH:13][cH:14]1>>[NH2:1][c:4]1[c:5]([C:6](=[O:7])[O:8][CH2:9][CH3:10])[cH:11][c:12]([O:15][c:16]2[cH:17][cH:18][cH:19][cH:20][cH:21]2)[cH:13][cH:14]1. Product: CCOC(=O)c1cc(Oc2ccccc2)ccc1N. Reactants: COC(=O)c1ccc2c(C3CCCCC3)c3n(c2c1)CCN(C(=O)Cn1ccnc1)Cc1cc(F)ccc1-3, [K+], C1COCCO1, [OH-], O. The product is O=C(O)c1ccc2c(C3CCCCC3)c3n(c2c1)CCN(C(=O)Cn1ccnc1)Cc1cc(F)ccc1-3. RXN SMILES: [CH:1]1([c:7]2[c:8]3[cH:9][cH:10][c:11]([C:35](=[O:36])[O:37][CH3:38])[cH:12][c:13]3[n:14]3[c:15]2-[c:16]2[c:17]([cH:30][c:31]([F:34])[cH:32][cH:33]2)[CH2:18][N:19]([C:22]([CH2:23][n:24]2[cH:25][n:26][cH:27][cH:28]2)=[O:29])[CH2:20][CH2:21]3)[CH2:2][CH2:3][CH2:4][CH2:5][CH2:6]1.[K+:40].[O:41]1[CH2:42][CH2:43][O:44][CH2:45][CH2:46]1.[OH-:39].[OH2:47]>>[CH:1]1([c:7]2[c:8]3[cH:9][cH:10][c:11]([C:35](=[O:36])[OH:37])[cH:12][c:13]3[n:14]3[c:15]2-[c:16]2[c:17]([cH:30][c:31]([F:34])[cH:32][cH:33]2)[CH2:18][N:19]([C:22]([CH2:23][n:24]2[cH:25][n:26][cH:27][cH:28]2)=[O:29])[CH2:20][CH2:21]3)[CH2:2][CH2:3][CH2:4][CH2:5][CH2:6]1. The reactants are CCOC(=O)CBr, [H-], [Na+], CN(C)C=O, O, c1ccc2c(c1)Nc1ccccc1O2. Yields the product CCOC(=O)CN1c2ccccc2Oc2ccccc21. RXN SMILES: [Br:17][CH2:18][C:19](=[O:20])[O:21][CH2:22][CH3:23].[H-:15].[Na+:16].[O:25]=[CH:26][N:27]([CH3:28])[CH3:29].[OH2:24].[cH:1]1[cH:2][cH:3][cH:4][c:5]2[c:14]1[NH:13][c:12]1[c:7]([cH:8][cH:9][cH:10][cH:11]1)[O:6]2>>[cH:1]1[cH:2][cH:3][cH:4][c:5]2[c:14]1[N:13]([CH2:18][C:19](=[O:20])[O:21][CH2:22][CH3:23])[c:12]1[c:7]([cH:8][cH:9][cH:10][cH:11]1)[O:6]2. The reactants are C(C)(=O)O (acetic acid), C(C1=CC=CC=C1)=NC1=C(C=C(C=C1)F)F (N-benzal-2,4-difluoroaniline), [H][H] (hydrogen). The reagents and catalysts are [Ni] (Raney nickel). The solvent is O1CCCC1 (tetrahydrofuran). Yields the product C(C1=CC=CC=C1)NC1=C(C=C(C=C1)F)F (N-Benzyl-2,4-difluoroaniline). Reaction SMILES: [CH:1](=[N:8][C:9]1[CH:14]=[CH:13][C:12]([F:15])=[CH:11][C:10]=1[F:16])[C:2]1[CH:7]=[CH:6][CH:5]=[CH:4][CH:3]=1.C(O)(=O)C.[H][H]>O1CCCC1.[Ni]>[CH2:1]([NH:8][C:9]1[CH:14]=[CH:13][C:12]([F:15])=[CH:11][C:10]=1[F:16])[C:2]1[CH:3]=[CH:4][CH:5]=[CH:6][CH:7]=1. Procedure details: 195.4 g (0.9 mol) of N-benzal-2,4-difluoroaniline are dissolved in 900 ml of tetrahydrofuran in an autoclave. 19 g of Raney nickel and 2 g of acetic acid are added, and the mixture is hydrogenated at 60° to 85° C. and a hydrogen pressure of 100 bar. The end point of the reaction is determined by thin-layer chromatography or gas chromatography. The suspension is filtered and the solution is evaporated on a vacuum rotary evaporator. The residue is distilled in vacuo at 102° C. and 3.6 mbar, to giv... The reactants are compound, Cl.BrC=1C=C(C=CC1)NN (3-bromophenylhydrazine hydrochloride), ClC=1C=C(C=CC1F)N1N=C(C=C1C1=CC(=CC(=C1)F)Cl)C(=O)OCC (Ethyl 1-(3-chloro-4-fluorophenyl)-5-(3-chloro-5-fluorophenyl)-1H-pyrazole-3-carboxylate). Yields the product BrC=1C=C(C=CC1)N1N=C(C=C1C1=CC(=CC=C1)Cl)C(=O)OCC (Ethyl 1-(3-bromophenyl)-5-(3-chlorophenyl)-1H-pyrazole-3-carboxylate). RXN SMILES: Cl.[Br:2][C:3]1[CH:4]=[C:5]([NH:9][NH2:10])[CH:6]=[CH:7][CH:8]=1.ClC1C=C(N2[C:23]([C:24]3[CH:29]=[C:28](F)[CH:27]=[C:26]([Cl:31])[CH:25]=3)=[CH:22][C:21]([C:32]([O:34][CH2:35][CH3:36])=[O:33])=N2)C=CC=1F>>[Br:2][C:3]1[CH:4]=[C:5]([N:9]2[C:23]([C:24]3[CH:29]=[CH:28][CH:27]=[C:26]([Cl:31])[CH:25]=3)=[CH:22][C:21]([C:32]([O:34][CH2:35][CH3:36])=[O:33])=[N:10]2)[CH:6]=[CH:7][CH:8]=1 |f:0.1|. Procedure: The preparation of the title compound takes place starting from the compound of Example 3A and 3-bromophenylhydrazine hydrochloride in analogy to the synthesis of the compound of Example 21A. 2.50 g of the title compound with 70% purity (67% of theory) are obtained. Reactants: CN1CCCC1=O, Cl, NO, O, O=C1C(=NOCCO)Oc2ccccc21. Product: OCCON=C1Oc2ccccc2C1=NO. RXN SMILES: [CH3:20][N:21]1[CH2:22][CH2:23][CH2:24][C:25]1=[O:26].[ClH:16].[NH2:17][OH:18].[OH2:19].[OH:1][CH2:2][CH2:3][O:4][N:5]=[C:6]1[O:7][c:8]2[c:9]([cH:12][cH:13][cH:14][cH:15]2)[C:10]1=[O:11]>>[OH:1][CH2:2][CH2:3][O:4][N:5]=[C:6]1[O:7][c:8]2[c:9]([cH:12][cH:13][cH:14][cH:15]2)[C:10]1=[N:17][OH:18]. Yields the product BrC(=CC1=C(C=C(C=C1)N1C(O[C@H](C1)CNC(C)=O)=O)F)Br (N-(((5S)-3-(4-(2,2-dibromovinyl)-3-fluorophenyl)-2-oxo-1,3-oxazolidin-5-yl)methyl)acetamide). As a reaction SMILES: [Br:1][C:2]([Br:29])=[CH:3][C:4]1[CH:9]=[CH:8][C:7]([N:10]2[CH2:14][C@H:13]([CH2:15][N:16]3C(=O)C4[C:18](=CC=CC=4)[C:17]3=[O:26])[O:12][C:11]2=[O:27])=[CH:6][C:5]=1[F:28].O.NN>C1COCC1.C(O)C>[Br:29][C:2]([Br:1])=[CH:3][C:4]1[CH:9]=[CH:8][C:7]([N:10]2[CH2:14][C@H:13]([CH2:15][NH:16][C:17](=[O:26])[CH3:18])[O:12][C:11]2=[O:27])=[CH:6][C:5]=1[F:28] |f:1.2,3.4|. Reactants: BrC(=CC1=C(C=C(C=C1)N1C(O[C@H](C1)CN1C(C2=CC=CC=C2C1=O)=O)=O)F)Br (2-(((5S)-3-(4-(2,2-dibromovinyl)-3-fluorophenyl)-2-oxo-1,3-oxazolidin-5-yl)methyl)-1H-isoindole-1,3(2H)-dione), O.NN (hydrazine monohydrate). Run at temperature 25 celsius, time 5 minute. Run in C1CCOC1.C(C)O (THF ethanol). Reported procedure: A suspension of Example 1D (2.45 g) in 1:1 THF/ethanol (36 mL) was heated to 70° C., treated with hydrazine monohydrate (3×227 μL) at 1 hour intervals, cooled to 25 ° C., and filtered. The filtrate was concentrated, dissolved in a mixture of pyridine (10 mL) and dichloromethane (25 mL), cooled to −5° C., treated with acetic anhydride (880 μL), warmed to room temperature, stirred for 5 minutes, and concentrated to provide the desired product. mp 177-179° C.; MS (ESI(+)) m/e 437 (M+H)+; 1H NMR (30...